From a dataset of the Open Reaction Database (ORD), a public repository of structured organic reaction records. describe an organic reaction: reactants, conditions, products, and yield Starting materials: C(C)(C)(C)OC(=O)N1C(OC[C@@H]1CC=O)(C)C ((S)-2,2-dimethyl-4-(2-oxo-ethyl)-oxazolidine-3-carboxylic acid tert-butyl ester), C[Mg]Br (methylmagnesium bromide). Solvent: C(C)OCC (diethyl ether), C(C)OCC (diethyl ether). Run at time 8 hour. The product is C(C)(C)(C)OC(=O)N1C(OC[C@@H]1C[C@@H](C)O)(C)C ((S)-4-((R)-2-hydroxy-propyl)-2,2-dimethyl-oxazolidine-3-carboxylic acid tert-butyl ester). Reaction SMILES: [C:1]([O:5][C:6]([N:8]1[C@@H:12]([CH2:13][CH:14]=[O:15])[CH2:11][O:10][C:9]1([CH3:17])[CH3:16])=[O:7])([CH3:4])([CH3:3])[CH3:2].[CH3:18][Mg]Br>C(OCC)C>[C:1]([O:5][C:6]([N:8]1[C@@H:12]([CH2:13][C@H:14]([OH:15])[CH3:18])[CH2:11][O:10][C:9]1([CH3:17])[CH3:16])=[O:7])([CH3:4])([CH3:3])[CH3:2]. Reported procedure: To a stirred solution of (S)-2,2-dimethyl-4-(2-oxo-ethyl)-oxazolidine-3-carboxylic acid tert-butyl ester (12.0 g; CAS 147959-19-1) in dry diethyl ether (200 ml) under an argon atmosphere at room temperature was added dropwise a solution of methylmagnesium bromide in diethyl ether (49.3 ml, 3 M solution) and stirring continued overnight. The reaction mixture was then quenched by careful addition of water and extracted twice with ethyl acetate. The combined organic phases were dried over sodium su...